This data is from the Open Reaction Database (ORD), a public repository of structured organic reaction records. The task is: describe an organic reaction: reactants, conditions, products, and yield The reactants are O=C([O-])[O-], CCC(C)=O, [I-], [K+], [K+], [K+], N#Cc1ccc(-c2ccc(OCCCN3CCC(N)C3)cc2)cc1, OC1CCNC1. The product is N#Cc1ccc(-c2ccc(OCCCN3CCC(O)C3)cc2)cc1. RXN SMILES: [C:31](=[O:32])([O-:33])[O-:34].[CH3:39][C:40](=[O:41])[CH2:42][CH3:43].[I-:38].[K+:35].[K+:36].[K+:37].[NH2:1][CH:2]1[CH2:3][N:4]([CH2:7][CH2:8][CH2:9][O:10][c:11]2[cH:12][cH:13][c:14](-[c:17]3[cH:18][cH:19][c:20]([C:23]#[N:24])[cH:21][cH:22]3)[cH:15][cH:16]2)[CH2:5][CH2:6]1.[NH:25]1[CH2:26][CH2:27][CH:28]([OH:30])[CH2:29]1>>[CH:2]1([OH:30])[CH2:3][N:4]([CH2:7][CH2:8][CH2:9][O:10][c:11]2[cH:12][cH:13][c:14](-[c:17]3[cH:18][cH:19][c:20]([C:23]#[N:24])[cH:21][cH:22]3)[cH:15][cH:16]2)[CH2:5][CH2:6]1.